This data is from the Open Reaction Database (ORD), a public repository of structured organic reaction records. The task is: describe an organic reaction: reactants, conditions, products, and yield Run at temperature 80 celsius, time 5 hour. Procedure: The mixture of 2-amino-4-bromobenzoic acid (349 mg, 1.62 mmol), N-methyltetrahydrofuran-3-carboxamide (190 mg, 1.47 mmol), SOCl2 (0.13 mL, 1.76 mmol) and toluene (10 mL) was stirred at 80° C. for 5 h, and Na2CO3 aqueous solution was added after the mixture was cooled to room temperature. The water layer was extracted with ethyl acetate (3×10 mL) and the combined organic layers were dried over Na2SO4, filtered, and evaporated to give the desired product, which was directly used for the next step.... The solvent is C1(=CC=CC=C1)C (toluene). Starting materials: C(=O)([O-])[O-].[Na+].[Na+] (Na2CO3), NC1=C(C(=O)O)C=CC(=C1)Br (2-amino-4-bromobenzoic acid), CNC(=O)C1COCC1 (N-methyltetrahydrofuran-3-carboxamide), O=S(Cl)Cl (SOCl2). As a reaction SMILES: [NH2:1][C:2]1[CH:10]=[C:9]([Br:11])[CH:8]=[CH:7][C:3]=1[C:4]([OH:6])=O.[CH3:12][NH:13][C:14]([CH:16]1[CH2:20][CH2:19][O:18][CH2:17]1)=O.O=S(Cl)Cl.C([O-])([O-])=O.[Na+].[Na+]>C1(C)C=CC=CC=1>[Br:11][C:9]1[CH:10]=[C:2]2[C:3]([C:4](=[O:6])[N:13]([CH3:12])[C:14]([CH:16]3[CH2:20][CH2:19][O:18][CH2:17]3)=[N:1]2)=[CH:7][CH:8]=1 |f:3.4.5|. Product: BrC1=CC=C2C(N(C(=NC2=C1)C1COCC1)C)=O (7-bromo-3-methyl-2-(tetrahydrofuran-3-yl)quinazolin-4(3H)-one). The reactants are COC([C@H](CC(C)C)NC(=O)C1=CC(=NO1)C1=CC=C(C=C1)NC(=O)NC1CCCCC1)=O ((S)-2-({3-[4-(3-cyclohexyl-ureido)-phenyl]-isoxazole-5-carbonyl}-amino)-4-methyl-pentanoic acid methyl ester), [K+].[Br-] (KBr). Yields the product C1(CCCCC1)NC(NC1=CC=C(C=C1)C1=NOC(=C1)C(=O)N[C@H](C(=O)O)CC(C)C)=O ((S)-2-({3-[4-(3-cyclohexyl-ureido)-phenyl]-isoxazole-5-carbonyl}-amino)-4-methyl-pentanoic acid). The yield is 70.7%. As a reaction SMILES: C[O:2][C:3](=[O:33])[C@@H:4]([NH:9][C:10]([C:12]1[O:16][N:15]=[C:14]([C:17]2[CH:22]=[CH:21][C:20]([NH:23][C:24]([NH:26][CH:27]3[CH2:32][CH2:31][CH2:30][CH2:29][CH2:28]3)=[O:25])=[CH:19][CH:18]=2)[CH:13]=1)=[O:11])[CH2:5][CH:6]([CH3:8])[CH3:7].[K+].[Br-]>>[CH:27]1([NH:26][C:24](=[O:25])[NH:23][C:20]2[CH:21]=[CH:22][C:17]([C:14]3[CH:13]=[C:12]([C:10]([NH:9][C@@H:4]([CH2:5][CH:6]([CH3:7])[CH3:8])[C:3]([OH:33])=[O:2])=[O:11])[O:16][N:15]=3)=[CH:18][CH:19]=2)[CH2:28][CH2:29][CH2:30][CH2:31][CH2:32]1 |f:1.2|. Reported procedure: The title compound was prepared from (S)-2-({3-[4-(3-cyclohexyl-ureido)-phenyl]-isoxazole-5-carbonyl}-amino)-4-methyl-pentanoic acid methyl ester as set forth in Example 8 and was obtained in 70.7% yield. Mass (ES+): 443 (M++1); IR (KBr): 3326, 3305, 2935, 1748, 1635 (br), 1544, 1529; 1H NMR (DMSO-d6) δ: 0.87, 0.91 (2×d, 6H), 1.09-1.81 (5×m, 13H), 3.45 (br, 1H), 4.38 (m, 1H), 6.16 (d, 1H), 7.50 (d, 2H), 7.56 (s, 1H), 7.75 (d, 2H), 8.58 (s, 1H), 9.14 (d, 1H), 12.76 (br, 1H). Reactants: ClC=1C=CC=2N(N1)C(=C(N2)C)S(=O)(=O)N (6-chloro-2-methylimidazo [1,2-b]pyridazine-3-sulfonamide), C[O-].[Na+] (sodium methylate). Run in CO (methanol). Product: COC=1C=CC=2N(N1)C(=C(N2)C)S(=O)(=O)N (6-Methoxy-2-methylimidazo[1,2-b]pyridazine-3-sulfonamide). The yield is 99.7%. As a reaction SMILES: Cl[C:2]1[CH:3]=[CH:4][C:5]2[N:6]([C:8]([S:12]([NH2:15])(=[O:14])=[O:13])=[C:9]([CH3:11])[N:10]=2)[N:7]=1.[CH3:16][O-:17].[Na+]>CO>[CH3:16][O:17][C:2]1[CH:3]=[CH:4][C:5]2[N:6]([C:8]([S:12]([NH2:15])(=[O:14])=[O:13])=[C:9]([CH3:11])[N:10]=2)[N:7]=1 |f:1.2|. Procedure details: To a solution of 4.9 g of 6-chloro-2-methylimidazo [1,2-b]pyridazine-3-sulfonamide in 50 ml of methanol is added 2.2 g of sodium methylate, followed by refluxing for 4 hours. Methanol is distilled off and the residue after addition of water is neutralized with hydrochloric acid. The precipitated crystals are collected by filtration and dried to give 4.8 g of the title compound. mp. 251° C.